From a dataset of the Open Reaction Database (ORD), a public repository of structured organic reaction records. describe an organic reaction: reactants, conditions, products, and yield Starting materials: CN(C)C(=O)Cl, Cc1ccccc1, Nc1ccc(Oc2ccc3ccccc3c2)c(C(F)(F)F)c1, [Na+], [OH-]. Yields the product CN(C)C(=O)Nc1ccc(Oc2ccc3ccccc3c2)c(C(F)(F)F)c1. As a reaction SMILES: [CH3:25][N:26]([C:27](=[O:28])[Cl:29])[CH3:30].[CH3:31][c:32]1[cH:33][cH:34][cH:35][cH:36][cH:37]1.[F:1][C:2]([c:3]1[cH:4][c:5]([NH2:6])[cH:7][cH:8][c:9]1[O:10][c:11]1[cH:12][c:13]2[cH:14][cH:15][cH:16][cH:17][c:18]2[cH:19][cH:20]1)([F:21])[F:22].[Na+:24].[OH-:23]>>[F:1][C:2]([c:3]1[cH:4][c:5]([NH:6][C:27]([N:26]([CH3:25])[CH3:30])=[O:28])[cH:7][cH:8][c:9]1[O:10][c:11]1[cH:12][c:13]2[cH:14][cH:15][cH:16][cH:17][c:18]2[cH:19][cH:20]1)([F:21])[F:22]. Reactants: [Al+3], [Al+3], CCN1C(=O)C(C)Oc2cccc3nc4c(c1c23)CCCC4, [Cl-], [Cl-], [Cl-], [H-], [H-], [H-], [H-], [Li+], C1CCOC1. Product: CCN1CC(C)Oc2cccc3nc4c(c1c23)CCCC4. Reaction SMILES: [Al+3:2].[Al+3:8].[CH2:11]([CH3:12])[N:13]1[C:14](=[O:32])[CH:15]([CH3:31])[O:16][c:17]2[c:18]3[c:19]1[c:20]1[c:25]([n:26][c:27]3[cH:28][cH:29][cH:30]2)[CH2:24][CH2:23][CH2:22][CH2:21]1.[Cl-:10].[Cl-:7].[Cl-:9].[H-:1].[H-:4].[H-:5].[H-:6].[Li+:3].[O:33]1[CH2:34][CH2:35][CH2:36][CH2:37]1>>[CH2:11]([CH3:12])[N:13]1[CH2:14][CH:15]([CH3:31])[O:16][c:17]2[c:18]3[c:19]1[c:20]1[c:25]([n:26][c:27]3[cH:28][cH:29][cH:30]2)[CH2:24][CH2:23][CH2:22][CH2:21]1. Starting materials: O=C(c1ccccc1)c1ccc(I)c([N+](=O)[O-])c1, [Na+], [Na+], O, O=S([O-])S(=O)[O-], c1ccncc1. Product: Nc1cc(C(=O)c2ccccc2)ccc1I. As a reaction SMILES: [I:1][c:2]1[c:3]([N+:16]([O-:17])=[O:18])[cH:4][c:5]([C:6](=[O:7])[c:8]2[cH:9][cH:10][cH:11][cH:12][cH:13]2)[cH:14][cH:15]1.[Na+:25].[Na+:26].[OH2:33].[S:19]([S:20]([O-:21])=[O:22])([O-:23])=[O:24].[cH:27]1[cH:28][cH:29][n:30][cH:31][cH:32]1>>[I:1][c:2]1[c:3]([NH2:16])[cH:4][c:5]([C:6](=[O:7])[c:8]2[cH:9][cH:10][cH:11][cH:12][cH:13]2)[cH:14][cH:15]1. Starting materials: [C-]#N.[Na+] (sodium cyanide), BrC=1C=C(C(=O)F)C=CC1F (3-bromo-4-fluorobenzoyl fluoride). Reaction conditions: temperature 100 celsius, time 1 hour. The product is FC1=C(C=C(C(=O)C#N)C=C1)Br (4-Fluoro-3-bromo-benzoyl cyanide). As a reaction SMILES: [C-:1]#[N:2].[Na+].[Br:4][C:5]1[CH:6]=[C:7]([CH:11]=[CH:12][C:13]=1[F:14])[C:8](F)=[O:9]>>[F:14][C:13]1[CH:12]=[CH:11][C:7]([C:8]([C:1]#[N:2])=[O:9])=[CH:6][C:5]=1[Br:4] |f:0.1|. Reported procedure: 177 g (3.6 moles) of sodium cyanide and 663 g (3 moles) of 3-bromo-4-fluorobenzoyl fluoride were together initially introduced into the reaction vessel and were heated. At about 80° C., an exothermic reaction started, which had to be restrained somewhat by slight cooling. The temperature was allowed to rise to 100° C. and the mixture was stirred at 100° C. for 1 hour. The exothermic reaction continued for about 10 minutes, and additional heat had then to be supplied to the mixture. The mixture w... The reactants are CCN(CC)C(=O)OCn1cc(-c2cc3c(C)nc(N)nc3n(C(C)C)c2=O)nn1, CO, [Na+], [OH-]. Product: Cc1nc(N)nc2c1cc(-c1c[nH]nn1)c(=O)n2C(C)C. As a reaction SMILES: [CH2:1]([N:2]([CH2:3][CH3:4])[C:5](=[O:6])[O:28][CH2:29][n:7]1[n:8][n:9][c:10](-[c:12]2[cH:13][c:14]3[c:15]([n:16][c:17]([NH2:21])[n:18][c:19]3[CH3:20])[n:22]([CH:25]([CH3:26])[CH3:27])[c:23]2=[O:24])[cH:11]1)[CH3:30].[CH3:33][OH:34].[Na+:32].[OH-:31]>>[nH:7]1[n:8][n:9][c:10](-[c:12]2[cH:13][c:14]3[c:15]([n:16][c:17]([NH2:21])[n:18][c:19]3[CH3:20])[n:22]([CH:25]([CH3:26])[CH3:27])[c:23]2=[O:24])[cH:11]1. Reactants: N[C@H]1CN(CC1)C1=NC(=C2N=CN(C2=N1)[C@H]1[C@@H]([C@@H]([C@H](C1)NC(CC)=O)O)O)NCC(C1=CC=CC=C1)C1=CC=CC=C1 (N-{(1S,2R,3S,4R)-4-[2-((R)-3-amino-pyrrolidin-1-yl)-6-(2,2-diphenyl-ethylamino)-purin-9-yl]-2,3-dihydroxy-cyclopentyl}-propionamide), I.N1C(=NCC1)S (4,5-dihydro-1H-imidazole-2-thiol hydroiodide), TEA. The reagents and catalysts are CN(C)C=1C=CN=CC1 (DMAP). The solvent is C(C)O (ethanol). Product: N1C(=NCC1)N[C@H]1CN(CC1)C1=NC(=C2N=CN(C2=N1)[C@H]1[C@@H]([C@@H]([C@H](C1)NC(CC)=O)O)O)NCC(C1=CC=CC=C1)C1=CC=CC=C1 (N-{(1S,2R,3S,4R)-4-[2-[(R)-3-(4,5-Dihydro-1H-imidazol-2-ylamino)-pyrrolidin-1-yl]-6-(2,2-diphenyl-ethylamino)-purin-9-yl]-2,3-dihydroxy-cyclopentyl}-propionamide). Reaction SMILES: [NH2:1][C@@H:2]1[CH2:6][CH2:5][N:4]([C:7]2[N:15]=[C:14]3[C:10]([N:11]=[CH:12][N:13]3[C@@H:16]3[CH2:20][C@H:19]([NH:21][C:22](=[O:25])[CH2:23][CH3:24])[C@@H:18]([OH:26])[C@H:17]3[OH:27])=[C:9]([NH:28][CH2:29][CH:30]([C:37]3[CH:42]=[CH:41][CH:40]=[CH:39][CH:38]=3)[C:31]3[CH:36]=[CH:35][CH:34]=[CH:33][CH:32]=3)[N:8]=2)[CH2:3]1.I.[NH:44]1[CH2:48][CH2:47][N:46]=[C:45]1S>C(O)C.CN(C1C=CN=CC=1)C>[NH:46]1[CH2:47][CH2:48][N:44]=[C:45]1[NH:1][C@@H:2]1[CH2:6][CH2:5][N:4]([C:7]2[N:15]=[C:14]3[C:10]([N:11]=[CH:12][N:13]3[C@@H:16]3[CH2:20][C@H:19]([NH:21][C:22](=[O:25])[CH2:23][CH3:24])[C@@H:18]([OH:26])[C@H:17]3[OH:27])=[C:9]([NH:28][CH2:29][CH:30]([C:37]3[CH:38]=[CH:39][CH:40]=[CH:41][CH:42]=3)[C:31]3[CH:32]=[CH:33][CH:34]=[CH:35][CH:36]=3)[N:8]=2)[CH2:3]1 |f:1.2|. Reported procedure: A mixture comprising N-{(1S,2R,3S,4R)-4-[2-((R)-3-amino-pyrrolidin-1-yl)-6-(2,2-diphenyl-ethylamino)-purin-9-yl]-2,3-dihydroxy-cyclopentyl}-propionamide (Example 18 step 2) (30 mg, 0.053 mmol) and 4,5-dihydro-1H-imidazole-2-thiol hydroiodide (24 mg, 0.106 mmol) in absolute ethanol (2 ml) is treated with DMAP (catalytic amount) and TEA (29 μl, 0.212 mmol). The resulting mixture is heated using microwave radiation in a Personal Chemistry Emrys™ Optimizer microwave reactor at 150° C. for 4000 s. Th...